Dataset: the Open Reaction Database (ORD), a public repository of structured organic reaction records. Task: describe an organic reaction: reactants, conditions, products, and yield Starting materials: C(C)OC(CC(C[N+](=O)[O-])C1=C(C(=C(C=C1Br)F)N=NN1CCCC1)F)=O (3-[6-bromo-2,4-difluoro-3-(pyrrolidin-1-ylazo)-phenyl]-4-nitro-butyric acid ethyl ester), ice water. The reagents and catalysts are [Ni] (Raney nickel). Solvent: CCN(CC)CC (Et3N), C(C)O (ethanol). The product is C(C)OC(CC(CN)C1=C(C(=C(C=C1)F)N=NN1CCCC1)F)=O (4-amino-3-[2,4-difluoro-3-(pyrrolidin-1-ylazo)-phenyl]-butyric acid ethyl ester). Yield: 75.5%. Reaction SMILES: [CH2:1]([O:3][C:4](=[O:27])[CH2:5][CH:6]([C:11]1[C:16](Br)=[CH:15][C:14]([F:18])=[C:13]([N:19]=[N:20][N:21]2[CH2:25][CH2:24][CH2:23][CH2:22]2)[C:12]=1[F:26])[CH2:7][N+:8]([O-])=O)[CH3:2]>CCN(CC)CC.C(O)C.[Ni]>[CH2:1]([O:3][C:4](=[O:27])[CH2:5][CH:6]([C:11]1[CH:16]=[CH:15][C:14]([F:18])=[C:13]([N:19]=[N:20][N:21]2[CH2:22][CH2:23][CH2:24][CH2:25]2)[C:12]=1[F:26])[CH2:7][NH2:8])[CH3:2]. Procedure: In a 500 ml pressure jar, under inert atmosphere, 6.29 g (14 mmol) of 3-[6-bromo-2,4-difluoro-3-(pyrrolidin-1-ylazo)-phenyl]-4-nitro-butyric acid ethyl ester all and Et3N (5.9 ml) are dissolved in 120 ml of ethanol. A suspension of 6 g of predried (3 times, ethanol) Raney nickel is added and the mixture hydrogenated on a Parr hydrogenator at a maximum of 20 psi H2 pressure (strongly exothermically reaction, ice/water cooling required). The mixture is degassed, filtered on a Celite/Norite pad, an...